Dataset: the Open Reaction Database (ORD), a public repository of structured organic reaction records. Task: describe an organic reaction: reactants, conditions, products, and yield The reactants are NC(=O)c1ccc(C(=O)O)cc1, c1ccc2c(c1)CC1NCCCC21. Product: NC(=O)c1ccc(C(=O)N2CCCC3c4ccccc4CC32)cc1. As a reaction SMILES: [C:1]([c:2]1[cH:3][cH:4][c:5]([C:6](=[O:7])[NH2:8])[cH:9][cH:10]1)(=[O:11])[OH:12].[NH:13]1[CH:14]2[CH:15]([CH2:16][CH2:17][CH2:18]1)[c:19]1[cH:20][cH:21][cH:22][cH:23][c:24]1[CH2:25]2>>[C:1]([c:2]1[cH:3][cH:4][c:5]([C:6](=[O:7])[NH2:8])[cH:9][cH:10]1)(=[O:11])[N:13]1[CH:14]2[CH:15]([CH2:16][CH2:17][CH2:18]1)[c:19]1[cH:20][cH:21][cH:22][cH:23][c:24]1[CH2:25]2. Reactants: ClC1=C2C(=CN(C1=O)C)CN(C2=O)CCC2=NC1=CC=CC=C1C=C2 (7-chloro-5-methyl-2-(2-quinolin-2-yl-ethyl)-3,5-dihydro-2H-pyrrolo[3,4-c]pyridine-1,6-dione), N1N=CC(=C1)B(O)O (1H-pyrazol-4-ylboronic acid). Product: CN1C=C2C(=C(C1=O)C=1C=NNC1)C(N(C2)CCC2=NC1=CC=CC=C1C=C2)=O (5-Methyl-7-(1H-pyrazol-4-yl)-2-(2-quinolin-2-yl-ethyl)-3,5-dihydro-2H-pyrrolo[3,4-c]pyridine-1,6-dione). Reaction SMILES: Cl[C:2]1[C:7](=[O:8])[N:6]([CH3:9])[CH:5]=[C:4]2[CH2:10][N:11]([CH2:14][CH2:15][C:16]3[CH:25]=[CH:24][C:23]4[C:18](=[CH:19][CH:20]=[CH:21][CH:22]=4)[N:17]=3)[C:12](=[O:13])[C:3]=12.[NH:26]1[CH:30]=[C:29](B(O)O)[CH:28]=[N:27]1>>[CH3:9][N:6]1[C:7](=[O:8])[C:2]([C:29]2[CH:30]=[N:26][NH:27][CH:28]=2)=[C:3]2[C:12](=[O:13])[N:11]([CH2:14][CH2:15][C:16]3[CH:25]=[CH:24][C:23]4[C:18](=[CH:19][CH:20]=[CH:21][CH:22]=4)[N:17]=3)[CH2:10][C:4]2=[CH:5]1. Procedure details: The title compound was prepared in analogy to the process of Example 13 starting from 7-chloro-5-methyl-2-(2-quinolin-2-yl-ethyl)-3,5-dihydro-2H-pyrrolo[3,4-c]pyridine-1,6-dione (see Example c4)) and 1H-pyrazol-4-ylboronic acid. Reactants: C1CCOC1 (THF), [Li] (Lithium), [Br-] (bromide), C(=O)(OC(C)(C)C)N1C(CCCC1)=O (N-Boc piperidone). Yields the product BrC=C1CCN(CC1)C(=O)OC(C)(C)C (tert-Butyl 4-(bromomethylene)piperidine-1-carboxylate). Reaction SMILES: [Li].[Br-:2].[C:3]([N:10]1[CH2:15][CH2:14][CH2:13][CH2:12][C:11]1=O)([O:5][C:6]([CH3:9])([CH3:8])[CH3:7])=[O:4].[CH2:17]1COCC1>>[Br:2][CH:17]=[C:13]1[CH2:14][CH2:15][N:10]([C:3]([O:5][C:6]([CH3:9])([CH3:8])[CH3:7])=[O:4])[CH2:11][CH2:12]1 |^1:0|. Procedure details: Lithium bis-trimethylsylylamide (1 M in THF, 7.38 mL, 7.38 mmol) was dropped into a suspension of bromomethyltriphenylphsphonium bromide (3.22 g, 7.38 mmol) at −15° C. under nitrogen atmosphere. After 15 min. under stirring at the same temperature, N-Boc piperidone (1.4 g, 7.03 mmol) dissolved in THF (10 ml) was added. Stirring was maintained and after 2 h at r.t., the reaction mixture was quenched with water and with EtOAc. The combined extracts were washed, dried over Na2SO4 and evaporated to ... Reactants: BrC1=CC(=C(C=C1)C=1N=C(OC1)N)F (4-(4-bromo-2-fluorophenyl)oxazol-2-amine), C(C)(C)(C)NS(=O)(=O)C1=C(C=CC=C1)B(O)O ((2-(N-(tert-butyl)sulfamoyl)phenyl)boronic acid). The product is NC=1OC=C(N1)C1=C(C=C(C=C1)C=1C(=CC=CC1)S(=O)(=O)NC(C)(C)C)F (4′-(2-Amino-1,3-oxazol-4-yl)-N-tert-butyl-3′-fluorobiphenyl-2-sulfonamide). As a reaction SMILES: Br[C:2]1[CH:7]=[CH:6][C:5]([C:8]2[N:9]=[C:10]([NH2:13])[O:11][CH:12]=2)=[C:4]([F:14])[CH:3]=1.[C:15]([NH:19][S:20]([C:23]1[CH:28]=[CH:27][CH:26]=[CH:25][C:24]=1B(O)O)(=[O:22])=[O:21])([CH3:18])([CH3:17])[CH3:16]>>[NH2:13][C:10]1[O:11][CH:12]=[C:8]([C:5]2[CH:6]=[CH:7][C:2]([C:24]3[C:23]([S:20]([NH:19][C:15]([CH3:18])([CH3:17])[CH3:16])(=[O:21])=[O:22])=[CH:28][CH:27]=[CH:26][CH:25]=3)=[CH:3][C:4]=2[F:14])[N:9]=1. Procedure: The title compound was prepared using methods described in Example 427 using 4-(4-bromo-2-fluorophenyl)oxazol-2-amine and (2-(N-(tert-butyl)sulfamoyl)phenyl)boronic acid. MS (ESI): mass calcd. for C19H20FN3O3S, 389.12; m/z found, 390.2 [M+H]+. 1H NMR (500 MHz, CDCl3) δ 8.18 (dd, J=7.9, 1.4, 1H), 7.98 (m, 1H), 7.66 (d, J=4.2, 1H), 7.57 (m, 1H), 7.54-7.48 (m, 1H), 7.38-7.30 (m, 3H), 4.63 (s, 2H), 3.64 (s, 1H), 1.03 (s, 9H). The reactants are COC(=O)C(NS(=O)(=O)c1ccc(-c2ccc(N)cc2)cc1)C(C)C, O=C(Cl)C(=O)Cl, COc1c(Cl)ccc2oc(C(=O)O)c(C)c12, ClCCl, c1ccncc1. Product: COC(=O)C(NS(=O)(=O)c1ccc(-c2ccc(NC(=O)c3oc4ccc(Cl)c(OC)c4c3C)cc2)cc1)C(C)C. RXN SMILES: [CH3:23][O:24][C:25]([CH:26]([CH:27]([CH3:28])[CH3:29])[NH:30][S:31](=[O:32])(=[O:33])[c:34]1[cH:35][cH:36][c:37](-[c:40]2[cH:41][cH:42][c:43]([NH2:46])[cH:44][cH:45]2)[cH:38][cH:39]1)=[O:47].[Cl:17][C:18]([C:19]([Cl:20])=[O:21])=[O:22].[Cl:1][c:2]1[cH:3][cH:4][c:5]2[c:6]([c:7]([CH3:13])[c:8]([C:10](=[O:11])[OH:12])[o:9]2)[c:14]1[O:15][CH3:16].[Cl:54][CH2:55][Cl:56].[cH:48]1[cH:49][cH:50][n:51][cH:52][cH:53]1>>[Cl:1][c:2]1[cH:3][cH:4][c:5]2[c:6]([c:7]([CH3:13])[c:8]([C:10](=[O:12])[NH:46][c:43]3[cH:42][cH:41][c:40](-[c:37]4[cH:36][cH:35][c:34]([S:31]([NH:30][CH:26]([C:25]([O:24][CH3:23])=[O:47])[CH:27]([CH3:28])[CH3:29])(=[O:32])=[O:33])[cH:39][cH:38]4)[cH:45][cH:44]3)[o:9]2)[c:14]1[O:15][CH3:16]. Starting materials: BrC1=CC(=C(C=C1)CN1N=C(C(=C(C1=O)C(=O)NCC(=O)O)O)C(C)C)F (N-{[2-[(4-bromo-2-fluorophenyl)methyl]-5-hydroxy-6-(1-methylethyl)-3-oxo-2,3-dihydro-4-pyridazinyl]carbonyl}glycine), CSC1=CC=C(C=C1)B(O)O ([4-(methylthio)phenyl]boronic acid), C([O-])([O-])=O.[K+].[K+] (potassium carbonate), Cl (HCl). The reagents and catalysts are C=1C=CC(=CC1)[P](C=2C=CC=CC2)(C=3C=CC=CC3)[Pd]([P](C=4C=CC=CC4)(C=5C=CC=CC5)C=6C=CC=CC6)([P](C=7C=CC=CC7)(C=8C=CC=CC8)C=9C=CC=CC9)[P](C=1C=CC=CC1)(C=1C=CC=CC1)C=1C=CC=CC1 (tetrakis(triphenylphosphine)palladium). Solvent: O (Water), O1CCOCC1 (1,4-Dioxane), O (water). The product is FC=1C=C(C=CC1CN1N=C(C(=C(C1=O)C(=O)NCC(=O)O)O)C(C)C)C1=CC=C(C=C1)SC (N-{[2-{[3-Fluoro-4′-(methylthio)-4-biphenylyl]methyl}-5-hydroxy-6-(1-methylethyl)-3-oxo-2,3-dihydro-4-pyridazinyl]carbonyl}glycine). The yield is 5.9%. RXN SMILES: Br[C:2]1[CH:7]=[CH:6][C:5]([CH2:8][N:9]2[C:14](=[O:15])[C:13]([C:16]([NH:18][CH2:19][C:20]([OH:22])=[O:21])=[O:17])=[C:12]([OH:23])[C:11]([CH:24]([CH3:26])[CH3:25])=[N:10]2)=[C:4]([F:27])[CH:3]=1.[CH3:28][S:29][C:30]1[CH:35]=[CH:34][C:33](B(O)O)=[CH:32][CH:31]=1.C(=O)([O-])[O-].[K+].[K+].Cl>O.C1C=CC([P]([Pd]([P](C2C=CC=CC=2)(C2C=CC=CC=2)C2C=CC=CC=2)([P](C2C=CC=CC=2)(C2C=CC=CC=2)C2C=CC=CC=2)[P](C2C=CC=CC=2)(C2C=CC=CC=2)C2C=CC=CC=2)(C2C=CC=CC=2)C2C=CC=CC=2)=CC=1.O1CCOCC1>[F:27][C:4]1[CH:3]=[C:2]([C:33]2[CH:34]=[CH:35][C:30]([S:29][CH3:28])=[CH:31][CH:32]=2)[CH:7]=[CH:6][C:5]=1[CH2:8][N:9]1[C:14](=[O:15])[C:13]([C:16]([NH:18][CH2:19][C:20]([OH:22])=[O:21])=[O:17])=[C:12]([OH:23])[C:11]([CH:24]([CH3:26])[CH3:25])=[N:10]1 |f:2.3.4,^1:50,52,71,90|. Reported procedure: To a 5 ml microwave tube was added N-{[2-[(4-bromo-2-fluorophenyl)methyl]-5-hydroxy-6-(1-methylethyl)-3-oxo-2,3-dihydro-4-pyridazinyl]carbonyl}glycine (example 46(b), 75 mg, 0.17 mmol), [4-(methylthio)phenyl]boronic acid (34 mg, 0.20 mmol), potassium carbonate (70 mg, 0.51 mmol), and tetrakis(triphenylphosphine)palladium (0) (6 mg, 5 μmol), 1,4-Dioxane (1.5 ml) and Water (0.500 ml). The mixture was irradiated at 100° C. for 20 minutes. The reaction mixture was diluted with water (5 ml), acidifie... The reactants are O=c1[nH]c2ncncc2n1C1CCN(Cc2ccccc2)CC1, Cl, C1COCCO1. Product: Cl, O=c1[nH]c2ncncc2n1C1CCNCC1. As a reaction SMILES: [CH2:1]([c:2]1[cH:3][cH:4][cH:5][cH:6][cH:7]1)[N:8]1[CH2:9][CH2:10][CH:11]([n:14]2[c:15](=[O:23])[nH:16][c:17]3[n:18][cH:19][n:20][cH:21][c:22]23)[CH2:12][CH2:13]1.[ClH:24].[O:25]1[CH2:26][CH2:27][O:28][CH2:29][CH2:30]1>>[ClH:24].[NH:8]1[CH2:9][CH2:10][CH:11]([n:14]2[c:15](=[O:23])[nH:16][c:17]3[n:18][cH:19][n:20][cH:21][c:22]23)[CH2:12][CH2:13]1. Starting materials: ClC1=C(C=C(C(=C1)OCCCCO)S(=O)(=O)N1CCC(C2=CC=CC=C12)(C)C)C1=CN=C(C=C1C#N)C(F)(F)F (5-[2-chloro-5-(4,4-dimethyl-3,4-dihydro-2H-quinoline-1-sulfonyl)-4-(4-hydroxy-butoxy)-phenyl]-2-trifluoromethyl-isonicotinonitrile), C(C)#N (acetonitrile), O (water), RuCl3, CO (methanol). Run in C(Cl)Cl (DCM). Conditions: time 30 minute. The product is ClC=1C(=CC(=C(OCCCC(=O)O)C1)S(=O)(=O)N1CCC(C2=CC=CC=C12)(C)C)C=1C=NC(=CC1C#N)C(F)(F)F (4-[5-chloro-4-(4-cyano-6-trifluoromethyl-pyridin-3-yl)-2-(4,4-dimethyl-3,4-dihydro-2H-quinoline-1-sulfonyl)-phenoxy]-butyric acid). As a reaction SMILES: [Cl:1][C:2]1[CH:7]=[C:6]([O:8][CH2:9][CH2:10][CH2:11][CH2:12][OH:13])[C:5]([S:14]([N:17]2[C:26]3[C:21](=[CH:22][CH:23]=[CH:24][CH:25]=3)[C:20]([CH3:28])([CH3:27])[CH2:19][CH2:18]2)(=[O:16])=[O:15])=[CH:4][C:3]=1[C:29]1[C:34]([C:35]#[N:36])=[CH:33][C:32]([C:37]([F:40])([F:39])[F:38])=[N:31][CH:30]=1.C(#N)C.[OH2:44].CO>C(Cl)Cl>[Cl:1][C:2]1[C:3]([C:29]2[CH:30]=[N:31][C:32]([C:37]([F:39])([F:38])[F:40])=[CH:33][C:34]=2[C:35]#[N:36])=[CH:4][C:5]([S:14]([N:17]2[C:26]3[C:21](=[CH:22][CH:23]=[CH:24][CH:25]=3)[C:20]([CH3:28])([CH3:27])[CH2:19][CH2:18]2)(=[O:15])=[O:16])=[C:6]([CH:7]=1)[O:8][CH2:9][CH2:10][CH2:11][C:12]([OH:44])=[O:13]. Procedure: To 5-[2-chloro-5-(4,4-dimethyl-3,4-dihydro-2H-quinoline-1-sulfonyl)-4-(4-hydroxy-butoxy)-phenyl]-2-trifluoromethyl-isonicotinonitrile 11-1 (65 mg, 0.11 mmol) in a mixture of DCM (0.5 mL), acetonitrile (0.5 mL) and water (0.6 mL) was added NalO4 (71 mg, 0.33 mmol) and RuCl3 (4.5 mg, 0.022 mmol). After stirring at rt for 30 minutes, 0.5 mL of methanol was added. The mixture was stirred for 30 minutes, filtered, and purified by prep. LCMS to afford 4-[5-chloro-4-(4-cyano-6-trifluoromethyl-pyridin-3... The reactants are [Cl-].[NH4+] (ammonium chloride), C(O)([O-])=O.[Na+] (Sodium hydrogen carbonate), NC1=C(C(=CC=C1)[N+](=O)[O-])O (2-amino-6-nitrophenol), ClCC(=O)Cl (chloroacetic acid chloride). Solvent: C(C)(=O)OCC (ethyl acetate), O (water). Reaction conditions: time 1.5 hour. Product: ClCC(=O)NC1=C(C(=CC=C1)[N+](=O)[O-])O (2-chloro-N-(2-hydroxy-3-nitrophenyl)acetamide). RXN SMILES: C(=O)([O-])O.[Na+].[NH2:6][C:7]1[CH:12]=[CH:11][CH:10]=[C:9]([N+:13]([O-:15])=[O:14])[C:8]=1[OH:16].[Cl:17][CH2:18][C:19](Cl)=[O:20].[Cl-].[NH4+]>C(OCC)(=O)C.O>[Cl:17][CH2:18][C:19]([NH:6][C:7]1[CH:12]=[CH:11][CH:10]=[C:9]([N+:13]([O-:15])=[O:14])[C:8]=1[OH:16])=[O:20] |f:0.1,4.5|. Procedure details: Sodium hydrogen carbonate (6.30 g, 75.0 mmol) and water (75 mL) were added to a solution of 2-amino-6-nitrophenol obtained (5.77 g, 37.5 mmol) in ethyl acetate (75 mL) while cooling in ice, and chloroacetic acid chloride (3.58 mL, 45.0 mmol) was added dropwise thereto. After stirring at room temperature for 1.5 hr, the reaction mixture was cooled in ice, saturated aqueous ammonium chloride solution was added thereto, and the mixture was extracted with ethyl acetate. The organic layer was washed ...